This data is from the Open Reaction Database (ORD), a public repository of structured organic reaction records. The task is: describe an organic reaction: reactants, conditions, products, and yield The reactants are COC(=O)C1N(CC1)CC1=CC=CC=C1 (N-Benzylazetidine-2-carboxylic acid methyl ester), C(C)(C)(C)O (t-butanol). Run in O (water), O (water). Conditions: time 2 hour. Product: C(C1=CC=CC=C1)N1C(CC1)C(=O)O (N-benzylazetidine-2-carboxylic acid). RXN SMILES: C[O:2][C:3]([CH:5]1[CH2:8][CH2:7][N:6]1[CH2:9][C:10]1[CH:15]=[CH:14][CH:13]=[CH:12][CH:11]=1)=[O:4].C(O)(C)(C)C>O>[CH2:9]([N:6]1[CH2:7][CH2:8][CH:5]1[C:3]([OH:4])=[O:2])[C:10]1[CH:11]=[CH:12][CH:13]=[CH:14][CH:15]=1. Reported procedure: N-Benzylazetidine-2-carboxylic acid methyl ester (1 g), 90 mg of t-butanol, 90 mg of water were mixed at 20 to 25° C. and 180 mg of Chirazyme L-2 were mixed and the resulting solution was heated to40° C. and stirred for 2 hours. Thereafter 1 ml of water was added thereto and washed with 4 ml of t-butyl methyl ether thrice to obtain an aqueous solution of optically active N-benzylazetidine-2-carboxylic acid. Combined organic phase gave a solution of N-Benzylazetidine-2-carboxylic acid methyl este... Starting materials: O=C(O)C(COCc1ccccc1)Cc1ccccc1, CCO, [Pd]. The product is O=C(O)C(CO)Cc1ccccc1. RXN SMILES: [CH2:1]([c:2]1[cH:3][cH:4][cH:5][cH:6][cH:7]1)[CH:8]([C:9](=[O:10])[OH:11])[CH2:12][O:13][CH2:14][c:15]1[cH:16][cH:17][cH:18][cH:19][cH:20]1.[CH3:21][CH2:22][OH:23].[Pd:24]>>[CH2:1]([c:2]1[cH:3][cH:4][cH:5][cH:6][cH:7]1)[CH:8]([C:9](=[O:10])[OH:11])[CH2:12][OH:13]. Starting materials: ice, ClC1=C(C=CC=C1)C1=NC2=CC=CC=C2C(N1)=O (2-(2-chlorophenyl)quinazolin-4(3H)-one), S(=O)(Cl)Cl (thionyl chloride), ice water. Solvent: CN(C=O)C (dimethylformamide). Yields the product ClC1=NC(=NC2=CC=CC=C12)C1=C(C=CC=C1)Cl (4-chloro-2-(2-chlorophenyl)quinazoline). RXN SMILES: [Cl:1][C:2]1[CH:7]=[CH:6][CH:5]=[CH:4][C:3]=1[C:8]1[NH:17][C:16](=O)[C:15]2[C:10](=[CH:11][CH:12]=[CH:13][CH:14]=2)[N:9]=1.S(Cl)([Cl:21])=O>CN(C)C=O>[Cl:21][C:16]1[C:15]2[C:10](=[CH:11][CH:12]=[CH:13][CH:14]=2)[N:9]=[C:8]([C:3]2[CH:4]=[CH:5][CH:6]=[CH:7][C:2]=2[Cl:1])[N:17]=1. Procedure: A mixture of 17.5 g of 2-(2-chlorophenyl)quinazolin-4(3H)-one and 130 ml of thionyl chloride was treated as described in Example I with 5 g of dimethylformamide. The mixture was poured into 1000 ml of ice water and stirred until the ice was melted. The solid was collected by filtration and allowed to air-dry overnight. The solid was triturated with 500 ml of boiling cyclohexane. The insoluble solid was removed by filtration and the cyclohexane solution allowed to cool slowly. The solid which sep... Reactants: BrC=1C=C(C=CC1)C(C(C)C)(O)C=1N=CN(C1)C(C1=CC=CC=C1)(C1=CC=CC=C1)C1=CC=CC=C1 (1-(3-bromophenyl)-(1-trityl-1H-imidazol-4-yl)-2-methyl-1-propanol), N1=CC=C(C=C1)B(O)O (4-pyridylboronic acid), C([O-])([O-])=O.[Na+].[Na+] (sodium carbonate). The reagents and catalysts are C=1C=CC(=CC1)[P](C=2C=CC=CC2)(C=3C=CC=CC3)[Pd]([P](C=4C=CC=CC4)(C=5C=CC=CC5)C=6C=CC=CC6)([P](C=7C=CC=CC7)(C=8C=CC=CC8)C=9C=CC=CC9)[P](C=1C=CC=CC1)(C=1C=CC=CC1)C=1C=CC=CC1 (tetrakis(triphenylphosphine)palladium(0)). The product is CC(C(O)(C=1N=CN(C1)C(C1=CC=CC=C1)(C1=CC=CC=C1)C1=CC=CC=C1)C1=CC(=CC=C1)C1=CC=NC=C1)C (2-methyl-1-[3-(4-pyridyl)phenyl]-1-(1-trityl-1H-imidazol-4-yl)-1-propanol). Isolated yield 94.5%. As a reaction SMILES: Br[C:2]1[CH:3]=[C:4]([C:8]([C:13]2[N:14]=[CH:15][N:16]([C:18]([C:31]3[CH:36]=[CH:35][CH:34]=[CH:33][CH:32]=3)([C:25]3[CH:30]=[CH:29][CH:28]=[CH:27][CH:26]=3)[C:19]3[CH:24]=[CH:23][CH:22]=[CH:21][CH:20]=3)[CH:17]=2)([OH:12])[CH:9]([CH3:11])[CH3:10])[CH:5]=[CH:6][CH:7]=1.[N:37]1[CH:42]=[CH:41][C:40](B(O)O)=[CH:39][CH:38]=1.C(=O)([O-])[O-].[Na+].[Na+]>C1C=CC([P]([Pd]([P](C2C=CC=CC=2)(C2C=CC=CC=2)C2C=CC=CC=2)([P](C2C=CC=CC=2)(C2C=CC=CC=2)C2C=CC=CC=2)[P](C2C=CC=CC=2)(C2C=CC=CC=2)C2C=CC=CC=2)(C2C=CC=CC=2)C2C=CC=CC=2)=CC=1>[CH3:10][CH:9]([CH3:11])[C:8]([C:4]1[CH:5]=[CH:6][CH:7]=[C:2]([C:40]2[CH:41]=[CH:42][N:37]=[CH:38][CH:39]=2)[CH:3]=1)([C:13]1[N:14]=[CH:15][N:16]([C:18]([C:31]2[CH:36]=[CH:35][CH:34]=[CH:33][CH:32]=2)([C:25]2[CH:30]=[CH:29][CH:28]=[CH:27][CH:26]=2)[C:19]2[CH:24]=[CH:23][CH:22]=[CH:21][CH:20]=2)[CH:17]=1)[OH:12] |f:2.3.4,^1:55,57,76,95|. Procedure details: By the reaction in the same manner as in Example 29-(i) using 1-(3-bromophenyl)-(1-trityl-1H-imidazol-4-yl)-2-methyl-1-propanol (1.20 g), 4-pyridylboronic acid (754 mg), 2M aqueous sodium carbonate solution (2.23 ml) and tetrakis(triphenylphosphine)palladium(0) (155 mg), the pale-yellow amorphous title compound (1.13 g) was obtained.